The task is: describe an organic reaction: reactants, conditions, products, and yield. This data is from the Open Reaction Database (ORD), a public repository of structured organic reaction records. Starting materials: O=C([O-])[O-], CCOC(=O)OCC, [K+], [K+], NC(CO)c1ccc(F)cc1. Yields the product O=C1NC(c2ccc(F)cc2)CO1. As a reaction SMILES: [C:12]([O-:13])(=[O:14])[O-:15].[C:18](=[O:19])([O:20][CH2:21][CH3:22])[O:23][CH2:24][CH3:25].[K+:16].[K+:17].[NH2:1][CH:2]([CH2:3][OH:4])[c:5]1[cH:6][cH:7][c:8]([F:11])[cH:9][cH:10]1>>[NH:1]1[CH:2]([c:5]2[cH:6][cH:7][c:8]([F:11])[cH:9][cH:10]2)[CH2:3][O:4][C:12]1=[O:13]. Starting materials: CCCCCC(=O)OC(=O)CCCCC, OCc1nnc2n1-c1ccc(Cl)cc1C(c1ccccc1)=NC2, O. Yields the product CCCCCC(=O)O, OCc1nnc2n1-c1ccc(Cl)cc1C(c1ccccc1)=NC2. As a reaction SMILES: [C:24]([CH2:25][CH2:26][CH2:27][CH2:28][CH3:29])(=[O:30])[O:31][C:32](=[O:33])[CH2:34][CH2:35][CH2:36][CH2:37][CH3:38].[Cl:1][c:2]1[cH:3][cH:4][c:5]2[c:6]([cH:23]1)[C:7]([c:17]1[cH:18][cH:19][cH:20][cH:21][cH:22]1)=[N:8][CH2:9][c:10]1[n:11]-2[c:12]([CH2:15][OH:16])[n:13][n:14]1.[OH2:39]>>[C:24]([CH2:25][CH2:26][CH2:27][CH2:28][CH3:29])(=[O:30])[OH:31].[Cl:1][c:2]1[cH:3][cH:4][c:5]2[c:6]([cH:23]1)[C:7]([c:17]1[cH:18][cH:19][cH:20][cH:21][cH:22]1)=[N:8][CH2:9][c:10]1[n:11]-2[c:12]([CH2:15][OH:16])[n:13][n:14]1.